Task: describe an organic reaction: reactants, conditions, products, and yield. Dataset: the Open Reaction Database (ORD), a public repository of structured organic reaction records Reactants: COC(=O)c1sc(C2C=CCCC2)cc1N(C(=O)C1CCC(C)CC1)C1CCC2(CC1)OCCO2, ClCCl, [Na+], O=C([O-])O, O, O=C(O)C(F)(F)F. Yields the product COC(=O)c1sc(C2C=CCCC2)cc1N(C(=O)C1CCC(C)CC1)C1CCC(=O)CC1. Reaction SMILES: [CH3:1][O:2][C:3](=[O:4])[c:5]1[s:6][c:7]([CH:30]2[CH:31]=[CH:32][CH2:33][CH2:34][CH2:35]2)[cH:8][c:9]1[N:10]([C:11](=[O:12])[CH:13]1[CH2:14][CH2:15][CH:16]([CH3:19])[CH2:17][CH2:18]1)[CH:20]1[CH2:21][CH2:22][C:23]2([O:24][CH2:27][CH2:26][O:25]2)[CH2:28][CH2:29]1.[Cl:41][CH2:42][Cl:43].[Na+:40].[O-:36][C:37]([OH:38])=[O:39].[OH2:51].[OH:44][C:45]([C:46]([F:47])([F:48])[F:49])=[O:50]>>[CH3:1][O:2][C:3](=[O:4])[c:5]1[s:6][c:7]([CH:30]2[CH:31]=[CH:32][CH2:33][CH2:34][CH2:35]2)[cH:8][c:9]1[N:10]([C:11](=[O:12])[CH:13]1[CH2:14][CH2:15][CH:16]([CH3:19])[CH2:17][CH2:18]1)[CH:20]1[CH2:21][CH2:22][C:23](=[O:24])[CH2:28][CH2:29]1. Reactants: N#Cc1ccc2c(c1)CNCC2, ClCCl, Cl, O=C(Cl)c1ccc(OCCCN2CCCCC2)cc1. The product is Cl, N#Cc1ccc2c(c1)CN(C(=O)c1ccc(OCCCN3CCCCC3)cc1)CC2. Reaction SMILES: [C:21](#[N:22])[c:23]1[cH:24][cH:25][c:26]2[c:31]([cH:32]1)[CH2:30][NH:29][CH2:28][CH2:27]2.[Cl:33][CH2:34][Cl:35].[ClH:1].[N:2]1([CH2:8][CH2:9][CH2:10][O:11][c:12]2[cH:13][cH:14][c:15]([C:16](=[O:17])[Cl:18])[cH:19][cH:20]2)[CH2:3][CH2:4][CH2:5][CH2:6][CH2:7]1>>[ClH:18].[N:2]1([CH2:8][CH2:9][CH2:10][O:11][c:12]2[cH:13][cH:14][c:15]([C:16](=[O:17])[N:29]3[CH2:28][CH2:27][c:26]4[cH:25][cH:24][c:23]([C:21]#[N:22])[cH:32][c:31]4[CH2:30]3)[cH:19][cH:20]2)[CH2:3][CH2:4][CH2:5][CH2:6][CH2:7]1. Starting materials: CC(C=O)C=CC1C(=CCCC1(C)C)C (2-methyl-4-(2,6,6-trimethyl-2-cyclohexenyl)-3-butenal), C[Mg]I (methylmagnesium iodide), [Mg] (magnesium), CI (methyl iodide). Solvent: CCOCC (ether), CCOCC (ether). Conditions: temperature 30 celsius, time 4 hour. The product is CC(C(C)O)C=CC1C(=CCCC1(C)C)C (3-methyl-5-(2,6,6-trimethyl-2-cyclohexenyl)-4-penten-2-ol). Isolated yield 77.8%. Reaction SMILES: C[Mg]I.[Mg].[CH3:5]I.[CH3:7][CH:8]([CH:11]=[CH:12][CH:13]1[C:18]([CH3:20])([CH3:19])[CH2:17][CH2:16][CH:15]=[C:14]1[CH3:21])[CH:9]=[O:10]>CCOCC>[CH3:7][CH:8]([CH:11]=[CH:12][CH:13]1[C:18]([CH3:20])([CH3:19])[CH2:17][CH2:16][CH:15]=[C:14]1[CH3:21])[CH:9]([OH:10])[CH3:5]. Procedure: A solution of methylmagnesium iodide, prepared from 11 g of magnesium shavings and 76 g of methyl iodide, in 700 ml of absolute ether is added dropwise at -10° C under nitrogen to a solution of 62 g of 2-methyl-4-(2,6,6-trimethyl-2-cyclohexenyl)-3-butenal in 700 ml of ether. The mixture is stirred for 4 hours at 30° C and then poured on to an excess of ice-cold ammonium chloride solution. The mixture is extracted with ether in the usual manner, the extract is washed neutral with water and dried ... Starting materials: ClCCl, Cc1cc2c(NCc3ccc4c(c3)OCO4)nc(Cl)nc2s1, CCOC(=O)C1CCNCC1. Product: CCOC(=O)C1CCN(c2nc(NCc3ccc4c(c3)OCO4)c3cc(C)sc3n2)CC1. Reaction SMILES: [CH2:34]([Cl:35])[Cl:36].[Cl:1][c:2]1[n:3][c:4]([NH:12][CH2:13][c:14]2[cH:15][c:16]3[c:17]([cH:18][cH:19]2)[O:20][CH2:21][O:22]3)[c:5]2[c:6]([n:7]1)[s:8][c:9]([CH3:11])[cH:10]2.[NH:23]1[CH2:24][CH2:25][CH:26]([C:29](=[O:30])[O:31][CH2:32][CH3:33])[CH2:27][CH2:28]1>>[c:2]1([N:23]2[CH2:24][CH2:25][CH:26]([C:29](=[O:30])[O:31][CH2:32][CH3:33])[CH2:27][CH2:28]2)[n:3][c:4]([NH:12][CH2:13][c:14]2[cH:15][c:16]3[c:17]([cH:18][cH:19]2)[O:20][CH2:21][O:22]3)[c:5]2[c:6]([n:7]1)[s:8][c:9]([CH3:11])[cH:10]2. Reactants: C(C)(C)(C)C1=CC=CC=2C(CSC21)(C)C (7-tert-butyl-2,3-dihydro-3,3-dimethylbenzothiophene), [N+](=O)(O)[O-] (HNO3), EtOAc hexanes. The solvent is C(C)(=O)O (acetic acid). The product is C(C)(C)(C)C1=CC(=CC=2C(CSC21)(C)C)[N+](=O)[O-] (7-tert-Butyl-2,3-dihydro-3,3-dimethyl-5-nitro-benzothiophene). Reaction SMILES: [C:1]([C:5]1[C:13]2[S:12][CH2:11][C:10]([CH3:15])([CH3:14])[C:9]=2[CH:8]=[CH:7][CH:6]=1)([CH3:4])([CH3:3])[CH3:2].[N+:16]([O-])([OH:18])=[O:17]>C(O)(=O)C>[C:1]([C:5]1[C:13]2[S:12][CH2:11][C:10]([CH3:15])([CH3:14])[C:9]=2[CH:8]=[C:7]([N+:16]([O-:18])=[O:17])[CH:6]=1)([CH3:4])([CH3:2])[CH3:3]. Procedure: To a solution of 7-tert-butyl-2,3-dihydro-3,3-dimethylbenzothiophene (4.0 g, 18.2 mmol) in glacial acetic acid (30 mL) is added dropwise 70% HNO3 (2.0 mL, 2.8 g, 31.8 mmol). The reaction mixture darkens to a deep green color over the course of the addition. The reaction is monitored by TLC (2% EtOAc/hexanes). Then the reaction mixture is partitioned between Et2O (50 mL) and H2O (2×50 mL). The ethereal layer is washed with saturated aqueous Na2CO3 (50 mL), dried (MgSO4), filtered and evaporated t... Reactants: CC(C)(C)[Si](C)(C)OCCCO, ClCCl, CN1CCOCC1, O=C(Cl)Oc1ccc([N+](=O)[O-])cc1. Product: CC(C)(C)[Si](C)(C)OCCCOC(=O)Oc1ccc([N+](=O)[O-])cc1. Reaction SMILES: [C:14]([CH3:15])([CH3:16])([CH3:17])[Si:18]([O:19][CH2:20][CH2:21][CH2:22][OH:23])([CH3:24])[CH3:25].[CH2:33]([Cl:34])[Cl:35].[CH3:26][N:27]1[CH2:28][CH2:29][O:30][CH2:31][CH2:32]1.[N+:1](=[O:2])([O-:3])[c:4]1[cH:5][cH:6][c:7]([O:8][C:9](=[O:10])[Cl:11])[cH:12][cH:13]1>>[N+:1](=[O:2])([O-:3])[c:4]1[cH:5][cH:6][c:7]([O:8][C:9](=[O:10])[O:23][CH2:22][CH2:21][CH2:20][O:19][Si:18]([C:14]([CH3:15])([CH3:16])[CH3:17])([CH3:24])[CH3:25])[cH:12][cH:13]1. Starting materials: CCN(C(C)C)C(C)C (DIEA), OC(CN1C[C@H](CCC1)CC(=O)OCC)C1=CC=C(C=C1)/C(/N)=N/O (ethyl 2-((3R)-1-(2-hydroxy-2-(4-((Z)—N′-hydroxycarbamimidoyl)phenyl)ethyl)piperidin-3-yl)acetate), C1(=CC=CC=C1)C1=C(C(=NO1)C(=O)F)C(F)(F)F (5-Phenyl-4-(trifluoromethyl)isoxazole-3-carbonyl fluoride), CCCC[N+](CCCC)(CCCC)CCCC.[F-] (TBAF), C1CCOC1 (THF), acid fluoride. The solvent is C(C)(=O)OCC (ethyl acetate), C(C)#N (acetonitrile). Run at time 1 hour. Product: OC(CN1C[C@H](CCC1)CC(=O)OCC)C1=CC=C(C=C1)C1=NOC(=N1)C1=NOC(=C1C(F)(F)F)C1=CC=CC=C1 (ethyl 2-((3R)-1-(2-hydroxy-2-(4-(5-(5-phenyl-4-(trifluoromethyl)isoxazol-3-yl)-1,2,4-oxadiazol-3-yl)phenyl)ethyl)piperidin-3-yl)acetate). As a reaction SMILES: [C:1]1([C:7]2[O:11][N:10]=[C:9]([C:12](F)=[O:13])[C:8]=2[C:15]([F:18])([F:17])[F:16])[CH:6]=[CH:5][CH:4]=[CH:3][CH:2]=1.CCN(C(C)C)C(C)C.[OH:28][CH:29]([C:43]1[CH:48]=[CH:47][C:46](/[C:49](=[N:51]/O)/[NH2:50])=[CH:45][CH:44]=1)[CH2:30][N:31]1[CH2:36][CH2:35][CH2:34][C@H:33]([CH2:37][C:38]([O:40][CH2:41][CH3:42])=[O:39])[CH2:32]1.CCCC[N+](CCCC)(CCCC)CCCC.[F-].C1COCC1>C(#N)C.C(OCC)(=O)C>[OH:28][CH:29]([C:43]1[CH:48]=[CH:47][C:46]([C:49]2[N:51]=[C:12]([C:9]3[C:8]([C:15]([F:18])([F:17])[F:16])=[C:7]([C:1]4[CH:6]=[CH:5][CH:4]=[CH:3][CH:2]=4)[O:11][N:10]=3)[O:13][N:50]=2)=[CH:45][CH:44]=1)[CH2:30][N:31]1[CH2:36][CH2:35][CH2:34][C@H:33]([CH2:37][C:38]([O:40][CH2:41][CH3:42])=[O:39])[CH2:32]1 |f:3.4|. Reported procedure: 5-Phenyl-4-(trifluoromethyl)isoxazole-3-carbonyl fluoride, Int-II-D (150 mg, 0.58 mmol) was dissolved in acetonitrile (10 mL) and DIEA (0.185 mL, 1.061 mmol) and ethyl 2-((3R)-1-(2-hydroxy-2-(4-((Z)—N′-hydroxycarbamimidoyl)phenyl)ethyl)piperidin-3-yl)acetate (185 mg, 0.530 mmol) were added. After one hr, TBAF in THF (0.530 mL, 0.530 mmol) was added and the reaction mixture was stirred overnight at room temperature. LCMS shows two new peaks. One is the desired mass and the other has a much higher... Starting materials: CO, O=c1c2[nH]c([N+](=O)[O-])nc2n(C2CC2)c(=O)n1C1CC1, [Na+], [Na+], O, O=S([O-])S(=O)[O-]. Yields the product Nc1nc2c([nH]1)c(=O)n(C1CC1)c(=O)n2C1CC1. As a reaction SMILES: [CH3:29][OH:30].[CH:1]1([n:4]2[c:5](=[O:6])[n:7]([CH:18]3[CH2:19][CH2:20]3)[c:8]3[n:9][c:10]([N+:15]([O-:16])=[O:17])[nH:11][c:12]3[c:13]2=[O:14])[CH2:2][CH2:3]1.[Na+:27].[Na+:28].[OH2:31].[S:21]([S:22]([O-:23])=[O:24])([O-:25])=[O:26]>>[CH:1]1([n:4]2[c:5](=[O:6])[n:7]([CH:18]3[CH2:19][CH2:20]3)[c:8]3[n:9][c:10]([NH2:15])[nH:11][c:12]3[c:13]2=[O:14])[CH2:2][CH2:3]1. Reactants: CON(C(=O)[C@H]1NC[C@@H](C1)SC(C1=CC=CC=C1)(C1=CC=CC=C1)C1=CC=CC=C1)C ((2S,4R)-4-Tritylsulfanyl-pyrrolidine-2-carboxylic acid methoxy-methyl-amide), N1=CC=CC=C1 (pyridine), C(CCC)OC(=O)Cl (butylchloroformate). Run in C1CCOC1 (THF). The product is C(CCC)OC(=O)N1[C@@H](C[C@H](C1)SC(C1=CC=CC=C1)(C1=CC=CC=C1)C1=CC=CC=C1)C(N(C)OC)=O ((2S,4R)-2-(Methoxy-methyl-carbamoyl)-4-tritylsulfanyl-pyrrolidine-1-carboxylic acid butyl ester). Isolated yield 95.7%. RXN SMILES: [CH3:1][O:2][N:3]([CH3:31])[C:4]([C@@H:6]1[CH2:10][C@@H:9]([S:11][C:12]([C:25]2[CH:30]=[CH:29][CH:28]=[CH:27][CH:26]=2)([C:19]2[CH:24]=[CH:23][CH:22]=[CH:21][CH:20]=2)[C:13]2[CH:18]=[CH:17][CH:16]=[CH:15][CH:14]=2)[CH2:8][NH:7]1)=[O:5].N1C=CC=CC=1.[CH2:38]([O:42][C:43](Cl)=[O:44])[CH2:39][CH2:40][CH3:41]>C1COCC1>[CH2:38]([O:42][C:43]([N:7]1[CH2:8][C@H:9]([S:11][C:12]([C:25]2[CH:30]=[CH:29][CH:28]=[CH:27][CH:26]=2)([C:13]2[CH:18]=[CH:17][CH:16]=[CH:15][CH:14]=2)[C:19]2[CH:20]=[CH:21][CH:22]=[CH:23][CH:24]=2)[CH2:10][C@H:6]1[C:4](=[O:5])[N:3]([O:2][CH3:1])[CH3:31])=[O:44])[CH2:39][CH2:40][CH3:41]. Procedure details: A solution of 17.3 g (40 mmol) (2S,4R)-4-Tritylsulfanyl-pyrrolidine-2-carboxylic acid methoxy-methyl-amide in 120 ml THF was treated at 0° C. with 4 ml (50 mmol) pyridine and 5.59 ml (42 mmol) butylchloroformate. The reaction was warmed up to RT over night, evaporated and partitioned between aqueous 10% KHSO4/Et2O (3×). The organic phases were washed with aqueous saturated NaHCO3, 10% NaCl and dried over Na2SO4. Purification by flash-chromatography on silicagel (Hexane/EtOAc 4:1) gave 20.4 g (96... The reactants are [BH4-], CO, NCC(O)c1cccc(Cl)c1, [Na+], COC(=O)c1ccc(OCC(C)=O)c(C(=O)OC)c1, c1ccccc1. Yields the product COC(=O)c1ccc(OCC(C)NCC(O)c2cccc(Cl)c2)c(C(=O)OC)c1. Reaction SMILES: [BH4-:37].[CH3:39][OH:40].[NH2:1][CH2:2][CH:3]([OH:4])[c:5]1[cH:6][c:7]([Cl:11])[cH:8][cH:9][cH:10]1.[Na+:38].[O:12]=[C:13]([CH2:14][O:15][c:16]1[c:17]([C:26](=[O:27])[O:28][CH3:29])[cH:18][c:19]([C:20](=[O:21])[O:22][CH3:23])[cH:24][cH:25]1)[CH3:30].[cH:31]1[cH:32][cH:33][cH:34][cH:35][cH:36]1>>[NH:1]([CH2:2][CH:3]([OH:4])[c:5]1[cH:6][c:7]([Cl:11])[cH:8][cH:9][cH:10]1)[CH:13]([CH2:14][O:15][c:16]1[c:17]([C:26](=[O:27])[O:28][CH3:29])[cH:18][c:19]([C:20](=[O:21])[O:22][CH3:23])[cH:24][cH:25]1)[CH3:30].